From a dataset of the Open Reaction Database (ORD), a public repository of structured organic reaction records. describe an organic reaction: reactants, conditions, products, and yield Reactants: COc1cccc(C(F)(F)F)c1CN1C(=O)CCC1C(=O)NC(Cc1ccccc1)C(O)C(=O)NC1CC1, [N-]=O. Product: COc1cccc(C(F)(F)F)c1CN1C(=O)CCC1C(=O)NC(Cc1ccccc1)C(=O)C(=O)NC1CC1. Reaction SMILES: [CH:1]1([NH:4][C:5]([CH:6]([CH:7]([CH2:8][c:9]2[cH:10][cH:11][cH:12][cH:13][cH:14]2)[NH:15][C:16](=[O:17])[CH:18]2[N:19]([CH2:24][c:25]3[c:26]([O:35][CH3:36])[cH:27][cH:28][cH:29][c:30]3[C:31]([F:32])([F:33])[F:34])[C:20](=[O:23])[CH2:21][CH2:22]2)[OH:37])=[O:38])[CH2:2][CH2:3]1.[O:39]=[N-:40]>>[CH:1]1([NH:4][C:5]([C:6]([CH:7]([CH2:8][c:9]2[cH:10][cH:11][cH:12][cH:13][cH:14]2)[NH:15][C:16](=[O:17])[CH:18]2[N:19]([CH2:24][c:25]3[c:26]([O:35][CH3:36])[cH:27][cH:28][cH:29][c:30]3[C:31]([F:32])([F:33])[F:34])[C:20](=[O:23])[CH2:21][CH2:22]2)=[O:37])=[O:38])[CH2:2][CH2:3]1.